From a dataset of the Open Reaction Database (ORD), a public repository of structured organic reaction records. describe an organic reaction: reactants, conditions, products, and yield Starting materials: BrC1=C2C=CC=C(C2=CC2=CC=CC=C12)C(=O)O (10-Bromo-1-anthracenecarboxylic acid), C1(=CC=CC2=CC3=CC=CC=C3C=C12)C(=O)O (1-Anthracenecarboxylic acid), C1(=CC=CC2=CC3=CC=CC=C3C=C12)CO ((1-Anthracenyl)methanol). The solvent is C1CCOC1 (THF). The product is BrC1=C2C=CC=C(C2=CC2=CC=CC=C12)CO ((10-bromo-1-anthracenyl)methanol). Reaction SMILES: [Br:1][C:2]1[C:15]2[C:10](=[CH:11][CH:12]=[CH:13][CH:14]=2)[CH:9]=[C:8]2[C:3]=1[CH:4]=[CH:5][CH:6]=[C:7]2[C:16](O)=[O:17].C1(C(O)=O)C2C(=CC3C(C=2)=CC=CC=3)C=CC=1.C1(CO)C2C(=CC3C(C=2)=CC=CC=3)C=CC=1>C1COCC1>[Br:1][C:2]1[C:15]2[C:10](=[CH:11][CH:12]=[CH:13][CH:14]=2)[CH:9]=[C:8]2[C:3]=1[CH:4]=[CH:5][CH:6]=[C:7]2[CH2:16][OH:17]. Reported procedure: 10-Bromo-1-anthracenecarboxylic acid made from 1-anthracenecarboxylic acid (15B) by the procedure of E. Barnett, J. W. Cook, and H. H. Grainger, Ber. 57 B, 1775 (1924), was reduced with BH3 in THF by the procedure outlined in 15C to give (10-bromo-1-anthracenyl)methanol mp 125°-127°, (EtOAc/hexane), (C, H, Br).